This data is from the Open Reaction Database (ORD), a public repository of structured organic reaction records. The task is: describe an organic reaction: reactants, conditions, products, and yield Reaction SMILES: [Cl:1][C:2]1[CH:7]=[CH:6][C:5]([OH:8])=[CH:4][C:3]=1[N+:9]([O-:11])=[O:10].Cl[CH2:13][C:14]1[CH:19]=[CH:18][CH:17]=[C:16]([C:20]([F:23])([F:22])[F:21])[CH:15]=1>>[Cl:1][C:2]1[CH:7]=[CH:6][C:5]([O:8][CH2:13][C:14]2[CH:19]=[CH:18][CH:17]=[C:16]([C:20]([F:21])([F:22])[F:23])[CH:15]=2)=[CH:4][C:3]=1[N+:9]([O-:11])=[O:10]. Starting materials: ClC1=C(C=C(C=C1)O)[N+](=O)[O-] (4-chloro-3-nitro-phenol), ClCC1=CC(=CC=C1)C(F)(F)F (1-Chloromethyl-3-trifluoromethyl-benzene). Yields the product ClC1=C(C=C(C=C1)OCC1=CC(=CC=C1)C(F)(F)F)[N+](=O)[O-] (1-Chloro-2-nitro-4-(3-trifluoromethyl-benzyloxy)-benzene). Reported procedure: A solution of 4-chloro-3-nitro-phenol was reacted with 1-Chloromethyl-3-trifluoromethyl-benzene using the conditions described in Example 10C to provide 1-Chloro-2-nitro-4-(3-trifluoromethyl-benzyloxy)-benzene which was treated sequentially using the procedures from Examples 10D and 10E to provide the title product. The reactants are CC(=O)OCC1=C(N2[C@@H]([C@@H](C2=O)NC(=O)CC3=CC=CS3)SC1)C(=O)O (cephalothin), Cl (HCl), C(C)(=O)OCC (ethyl acetate), C(=O)([O-])[O-].[K+].[K+] (K2CO3). Run in O (H2O), O (H2O). Reaction conditions: time 4.25 hour. Yields the product OCC=1CS[C@H]2N(C1C(=O)O)C(C2NC(CC=2SC=CC2)=O)=O (3-Hydroxymethyl-7-(2-thienylacetamido)-3-cephem-4-carboxylic acid). As a reaction SMILES: CC([O:4][CH2:5][C:6]1[CH2:23][S:22][C@@H:9]2[C@H:10]([NH:13][C:14]([CH2:16][C:17]3[S:21][CH:20]=[CH:19][CH:18]=3)=[O:15])[C:11](=[O:12])[N:8]2[C:7]=1[C:24]([OH:26])=[O:25])=O.C([O-])([O-])=O.[K+].[K+].C(OCC)(=O)C.Cl>O>[OH:4][CH2:5][C:6]1[CH2:23][S:22][C@@H:9]2[CH:10]([NH:13][C:14](=[O:15])[CH2:16][C:17]3[S:21][CH:20]=[CH:19][CH:18]=3)[C:11](=[O:12])[N:8]2[C:7]=1[C:24]([OH:26])=[O:25] |f:1.2.3|. Reported procedure: This substance was prepared according to German Offenlegungsschrift No. 2,103,014 as follows. A suspension of 8.0 g of cephalothin (1), available semi-synthetically, in 120 ml. of H2O treated with 8.6 g of K2CO3 and the resulting solution was stirred at 36° for 4.25 hours, then at 30° for 18 hours. The resulting mixture was layered with 500 ml of ethyl acetate and a solution of 10.0 ml of conc. HCl in 50 ml of H2O was added. The ethyl acetate was dried (MgSO4) and removed in vacuo in yield 3.84 ... Starting materials: CCOC(=O)C=Cc1ccc(CBr)cc1, O=C([O-])[O-], CNS(=O)(=O)c1ccccc1, CCOC(=O)C=Cc1ccc(CN(C)S(=O)(=O)c2ccccc2)cc1, CN(C)C=O, [K+], [K+], O. Reaction SMILES: [Br:12][CH2:13][c:14]1[cH:15][cH:16][c:17]([CH:18]=[CH:19][C:20]([O:21][CH2:22][CH3:23])=[O:24])[cH:25][cH:26]1.[C:27](=[O:28])([O-:29])[O-:30].[CH3:1][NH:2][S:3]([c:4]1[cH:5][cH:6][cH:7][cH:8][cH:9]1)(=[O:10])=[O:11].[CH3:33][N:34]([S:35](=[O:36])(=[O:37])[c:38]1[cH:39][cH:40][cH:41][cH:42][cH:43]1)[CH2:44][c:45]1[cH:46][cH:47][c:48]([CH:49]=[CH:50][C:51](=[O:52])[O:53][CH2:54][CH3:55])[cH:56][cH:57]1.[CH3:59][N:60]([CH3:61])[CH:62]=[O:63].[K+:31].[K+:32].[OH2:58]>>[CH3:33][N:34]([S:35](=[O:36])(=[O:37])[c:38]1[cH:39][cH:40][cH:41][cH:42][cH:43]1)[CH2:44][c:45]1[cH:46][cH:47][c:48]([CH:49]=[CH:50][C:51](=[O:52])[OH:53])[cH:56][cH:57]1. Product: CN(Cc1ccc(C=CC(=O)O)cc1)S(=O)(=O)c1ccccc1. Starting materials: NC1=CC=C2C(=N1)C(=CN2)C2CCN(CC2)CCC2=CC=CC=C2 (5-amino-3-(1-(2-phenyleth-1-yl)piperidin-4-yl)pyrrolo[3,2-b]pyridine), C(C)(=O)Cl (acetyl chloride). Yields the product C(C)(=O)NC1=CC=C2C(=N1)C(=CN2)C2CCN(CC2)CCC2=CC=CC=C2 (5-(N-[acetyl]amino)-3-(1-(2-phenyleth-1-yl)piperidin-4-yl)pyrrolo[3,2-b]pyridine). Reaction SMILES: [NH2:1][C:2]1[N:7]=[C:6]2[C:8]([CH:11]3[CH2:16][CH2:15][N:14]([CH2:17][CH2:18][C:19]4[CH:24]=[CH:23][CH:22]=[CH:21][CH:20]=4)[CH2:13][CH2:12]3)=[CH:9][NH:10][C:5]2=[CH:4][CH:3]=1.[C:25](Cl)(=[O:27])[CH3:26]>>[C:25]([NH:1][C:2]1[N:7]=[C:6]2[C:8]([CH:11]3[CH2:16][CH2:15][N:14]([CH2:17][CH2:18][C:19]4[CH:24]=[CH:23][CH:22]=[CH:21][CH:20]=4)[CH2:13][CH2:12]3)=[CH:9][NH:10][C:5]2=[CH:4][CH:3]=1)(=[O:27])[CH3:26]. Procedure details: Beginning with 0.015 gm (0.047 mMol) 5-amino-3-(1-(2-phenyleth-1-yl)piperidin-4-yl)pyrrolo[3,2-b]pyridine and 0.004 mL (0.061 mMol) acetyl chloride, the title compound was prepared essentially by the procedure described in Example 7. The reactants are C(C)OC(COC1=C(C=C(C(=C1)OCC1=CC=CC=C1)OC)C=O)=O ((5-Benzyloxy-2-formyl-4-methoxyphenoxy)acetic acid ethyl ester), N12CCCCCC2=NCCC1 (1,8-diazabicyclo[5.4.0]undec-7-ene), C(C)(=O)O (acetic acid). The solvent is CN(C=O)C (N,N-dimethylformamide), ice water. Product: C(C)OC(=O)C=1OC2=C(C1)C=C(C(=C2)OCC2=CC=CC=C2)OC (6-Benzyloxy-5-methoxybenzofuran-2-carboxylic acid ethyl ester). Reaction SMILES: [CH2:1]([O:3][C:4](=[O:25])[CH2:5][O:6][C:7]1[CH:12]=[C:11]([O:13][CH2:14][C:15]2[CH:20]=[CH:19][CH:18]=[CH:17][CH:16]=2)[C:10]([O:21][CH3:22])=[CH:9][C:8]=1[CH:23]=O)[CH3:2].N12CCCN=C1CCCCC2.C(O)(=O)C>CN(C)C=O>[CH2:1]([O:3][C:4]([C:5]1[O:6][C:7]2[CH:12]=[C:11]([O:13][CH2:14][C:15]3[CH:20]=[CH:19][CH:18]=[CH:17][CH:16]=3)[C:10]([O:21][CH3:22])=[CH:9][C:8]=2[CH:23]=1)=[O:25])[CH3:2]. Reported procedure: (5-Benzyloxy-2-formyl-4-methoxyphenoxy)acetic acid ethyl ester (1.5 g), 1,8-diazabicyclo[5.4.0]undec-7-ene (0.33 g) and acetic acid (0.026 g) in N,N-dimethylformamide (8 ml) were stirred at 100° C. under nitrogen for 5 hours. After cooling to room temperature the mixture was poured in ice water and the precipitate was filtered. As a reaction SMILES: [Br:18][CH2:19][CH2:20][CH2:21][NH:22][C:23]([c:24]1[cH:25][cH:26][cH:27][cH:28][cH:29]1)([c:30]1[cH:31][cH:32][cH:33][cH:34][cH:35]1)[c:36]1[cH:37][cH:38][cH:39][cH:40][cH:41]1.[CH3:42][CH2:43][O:44][CH2:45][CH3:46].[CH3:51][CH2:52][CH2:53][CH2:54][CH2:55][CH3:56].[CH:47]([Cl:48])([Cl:49])[Cl:50].[NH2:1][CH2:2][CH2:3][NH:4][C:5]([O:6][C:7]([CH3:8])([CH3:9])[CH3:10])=[O:11].[Na+:12].[Na+:13].[O-:14][C:15](=[O:16])[O-:17]>>[NH:1]([CH2:2][CH2:3][NH:4][C:5]([O:6][C:7]([CH3:8])([CH3:9])[CH3:10])=[O:11])[CH2:19][CH2:20][CH2:21][NH:22][C:23]([c:24]1[cH:25][cH:26][cH:27][cH:28][cH:29]1)([c:30]1[cH:31][cH:32][cH:33][cH:34][cH:35]1)[c:36]1[cH:37][cH:38][cH:39][cH:40][cH:41]1. Reactants: BrCCCNC(c1ccccc1)(c1ccccc1)c1ccccc1, CCOCC, CCCCCC, ClC(Cl)Cl, CC(C)(C)OC(=O)NCCN, [Na+], [Na+], O=C([O-])[O-]. The product is CC(C)(C)OC(=O)NCCNCCCNC(c1ccccc1)(c1ccccc1)c1ccccc1. The reactants are CCOC(C)=O, COC(=O)C1(C2c3ccccc3Oc3nc(-c4ccc(C(=O)N(C)C)cc4)ccc32)CC1, CO, Cl, [Na+], [OH-]. Yields the product CN(C)C(=O)c1ccc(-c2ccc3c(n2)Oc2ccccc2C3C2(C(=O)O)CC2)cc1. As a reaction SMILES: [CH3:36][CH2:37][O:38][C:39](=[O:40])[CH3:41].[CH3:3][N:4]([C:5](=[O:6])[c:7]1[cH:8][cH:9][c:10](-[c:13]2[cH:14][cH:15][c:16]3[c:17]([n:18]2)[O:19][c:20]2[cH:21][cH:22][cH:23][cH:24][c:25]2[CH:26]3[C:27]2([C:30](=[O:31])[O:32][CH3:33])[CH2:28][CH2:29]2)[cH:11][cH:12]1)[CH3:34].[CH3:42][OH:43].[ClH:35].[Na+:2].[OH-:1]>>[CH3:3][N:4]([C:5](=[O:6])[c:7]1[cH:8][cH:9][c:10](-[c:13]2[cH:14][cH:15][c:16]3[c:17]([n:18]2)[O:19][c:20]2[cH:21][cH:22][cH:23][cH:24][c:25]2[CH:26]3[C:27]2([C:30](=[O:31])[OH:32])[CH2:28][CH2:29]2)[cH:11][cH:12]1)[CH3:34]. RXN SMILES: S(=O)(=O)(O)O.[N:6]1[CH:11]=[CH:10][CH:9]=[C:8]([C:12]2[CH:16]=[C:15]([CH2:17][CH2:18]O)[O:14][N:13]=2)[CH:7]=1.[OH-].[Na+]>>[CH:17]([C:15]1[O:14][N:13]=[C:12]([C:8]2[CH:7]=[N:6][CH:11]=[CH:10][CH:9]=2)[CH:16]=1)=[CH2:18] |f:2.3|. Reactants: S(O)(O)(=O)=O (sulfuric acid), N1=CC(=CC=C1)C1=NOC(=C1)CCO (3-(3-pyridyl)-5-isoxazoleethanol), [OH-].[Na+] (NaOH). Conditions: temperature 0 celsius, time 0.5 hour. Product: C(=C)C1=CC(=NO1)C=1C=NC=CC1 (3-(5-vinyl-3-isoxazolyl)pyridine). Procedure details: Five ml. of concentrated sulfuric acid was cooled to 0°C. in an ice bath and added directly to 0.5 g. of 3-(3-pyridyl)-5-isoxazoleethanol. The reaction was allowed to stir 1/2 hour at 0°C. and then was poured over 50 g. of ice. The resulting solution was made basic with 5N NaOH, and was extracted with CHCl3. The organic layer was dried over sodium sulfate. Removal of the solvent resulted in a white oil which crystallized on standing, m.p. 60°-64°C.